This data is from the Open Reaction Database (ORD), a public repository of structured organic reaction records. The task is: describe an organic reaction: reactants, conditions, products, and yield Reaction conditions: time 3 hour. Yield: 17.8%. Procedure details: To 97 mg (0.29 mmol) of 2-{3-[2-(1H-imidazol-4-yl)ethyl]ureido}-3-(4-methoxyphenyl)-propanoic acid (cf. preparation 2-3) dissolved in 2 mL of DMF are added 94 mg (0.29 mmol) of 3-(2-methylcyclohexyl)-3-propoxyazetidine trifluoroacetate, 70 mg (0.37 mmol) of EDC and 45 mg (0.33 mmol) of HOBt. After 3 hours, the reaction medium is hydrolysed with aqueous 1N sodium hydroxide solution and then extracted with dichloromethane. The organic phase is dried over MgSO4, filtered and concentrated. The crude... As a reaction SMILES: [NH:1]1[CH:5]=[C:4]([CH2:6][CH2:7][NH:8][C:9](=[O:24])[NH:10][CH:11]([CH2:15][C:16]2[CH:21]=[CH:20][C:19]([O:22][CH3:23])=[CH:18][CH:17]=2)[C:12]([OH:14])=O)[N:3]=[CH:2]1.[F:25][C:26]([F:31])([F:30])[C:27]([OH:29])=[O:28].[CH3:32][CH:33]1[CH2:38][CH2:37][CH2:36][CH2:35][CH:34]1[C:39]1([O:43][CH2:44][CH2:45][CH3:46])[CH2:42][NH:41][CH2:40]1.C(Cl)CCl.C1C=CC2N(O)N=NC=2C=1.[OH-].[Na+]>CN(C=O)C>[F:25][C:26]([F:31])([F:30])[C:27]([OH:29])=[O:28].[NH:1]1[CH:5]=[C:4]([CH2:6][CH2:7][NH:8][C:9]([NH:10][CH:11]([CH2:15][C:16]2[CH:21]=[CH:20][C:19]([O:22][CH3:23])=[CH:18][CH:17]=2)[C:12]([N:41]2[CH2:40][C:39]([CH:34]3[CH2:35][CH2:36][CH2:37][CH2:38][CH:33]3[CH3:32])([O:43][CH2:44][CH2:45][CH3:46])[CH2:42]2)=[O:14])=[O:24])[N:3]=[CH:2]1 |f:1.2,5.6,8.9|. The product is FC(C(=O)O)(F)F.N1C=NC(=C1)CCNC(=O)NC(C(=O)N1CC(C1)(OCCC)C1C(CCCC1)C)CC1=CC=C(C=C1)OC (1-[2-(1H-imidazol-4-yl)ethyl]-3-{1-(4-methoxybenzyl)-2-[3-(2-methylcyclohexyl)-3-propoxyazetidin-1-yl]-2-oxoethyl}urea trifluoroacetate). Run in CN(C)C=O (DMF). Starting materials: FC(C(=O)O)(F)F.CC1C(CCCC1)C1(CNC1)OCCC (3-(2-methylcyclohexyl)-3-propoxyazetidine trifluoroacetate), C(CCl)Cl (EDC), C=1C=CC2=C(C1)N=NN2O (HOBt), [OH-].[Na+] (sodium hydroxide), N1C=NC(=C1)CCNC(NC(C(=O)O)CC1=CC=C(C=C1)OC)=O (2-{3-[2-(1H-imidazol-4-yl)ethyl]ureido}-3-(4-methoxyphenyl)-propanoic acid). The reactants are C=1C=C[NH+]=CC1.[O-][Cr](=O)(=O)Cl (PCC), CC1(C(C(CCC1=C)C)CO)C (2,2,6-trimethyl-3-methylene-1-cyclohexanemethanol), colorless oil, aldehyde. The solvent is C(Cl)Cl (CH2Cl2), C(Cl)Cl (CH2Cl2). Run at time 2 hour. Product: CC1(C(C(CCC1=C)C)C=O)C (2,2,6-trimethyl-3-methylene-1-cyclohexanecarbaldehyde). RXN SMILES: C1C=C[NH+]=CC=1.[O-][Cr](Cl)(=O)=O.[CH3:12][C:13]1([CH3:23])[C:18](=[CH2:19])[CH2:17][CH2:16][CH:15]([CH3:20])[CH:14]1[CH2:21][OH:22]>C(Cl)Cl>[CH3:23][C:13]1([CH3:12])[C:18](=[CH2:19])[CH2:17][CH2:16][CH:15]([CH3:20])[CH:14]1[CH:21]=[O:22] |f:0.1|. Procedure details: Prepared according to the method described, starting from 13.0 g (0.06 mol) of PCC in 70 ml of CH2Cl2 and a solution of 6.45 g (0.038 mol) of 2,2,6-trimethyl-3-methylene-1-cyclohexanemethanol (obtained according to example 3a.) in 30 ml of CH2Cl2. After stirring for 2 h and treating as described, 5.58 g of a colorless oil, containing 80% of the desired aldehyde (2 isomers, cis/trans ~9:1) and a secondary product of no interest, were obtained.